Dataset: the Open Reaction Database (ORD), a public repository of structured organic reaction records. Task: describe an organic reaction: reactants, conditions, products, and yield The reactants are COC(=O)CC(=O)OC, CNC(C)=O, ClCC=CCCl, [H][H], [LiH], O. Product: COC(=O)C1(C(=O)OC)CC=CC1. As a reaction SMILES: [C:1]([CH2:2][C:3](=[O:4])[O:5][CH3:6])(=[O:7])[O:8][CH3:9].[CH3:10][NH:11][C:12]([CH3:13])=[O:14].[Cl:18][CH2:19][CH:20]=[CH:21][CH2:22][Cl:23].[H:16][H:17].[LiH:15].[OH2:24]>>[C:1]([C:2]1([C:3](=[O:4])[O:5][CH3:6])[CH2:19][CH:20]=[CH:21][CH2:22]1)(=[O:7])[O:8][CH3:9]. Reactants: ice water, C(C)(C)(C)NS(=O)(=O)C1=C(C2=CC=CC(=C2C(=C1)N=NC1=CC(=C(C(=C1)C)S(=O)(=O)O)C)NS(=O)(=O)C)O (2-(N-tert-butylsulfamoyl)-4-(3,5-dimethyl-4-sulfophenylazo)-5-methanesulfonamido-1-naphthol), C(C)#N (acetonitrile), P(=O)(Cl)(Cl)Cl (phosphorus oxychloride). The solvent is CN(C(C)=O)C (N,N-dimethylacetamide). Yields the product C(C)(C)(C)NS(=O)(=O)C1=C(C2=CC=CC(=C2C(=C1)N=NC1=CC(=C(C(=C1)C)S(=O)(=O)Cl)C)NS(=O)(=O)C)O (2-(N-tert-butylsulfamoyl)-4-(3,5-dimethyl-4-chlorosulfonylphenylazo)-5-methanesulfonamido-1-naphthol). Reaction SMILES: [C:1]([NH:5][S:6]([C:9]1[CH:18]=[C:17]([N:19]=[N:20][C:21]2[CH:26]=[C:25]([CH3:27])[C:24]([S:28](O)(=[O:30])=[O:29])=[C:23]([CH3:32])[CH:22]=2)[C:16]2[C:11](=[CH:12][CH:13]=[CH:14][C:15]=2[NH:33][S:34]([CH3:37])(=[O:36])=[O:35])[C:10]=1[OH:38])(=[O:8])=[O:7])([CH3:4])([CH3:3])[CH3:2].C(#N)C.P(Cl)(Cl)([Cl:44])=O>CN(C)C(=O)C>[C:1]([NH:5][S:6]([C:9]1[CH:18]=[C:17]([N:19]=[N:20][C:21]2[CH:26]=[C:25]([CH3:27])[C:24]([S:28]([Cl:44])(=[O:30])=[O:29])=[C:23]([CH3:32])[CH:22]=2)[C:16]2[C:11](=[CH:12][CH:13]=[CH:14][C:15]=2[NH:33][S:34]([CH3:37])(=[O:36])=[O:35])[C:10]=1[OH:38])(=[O:8])=[O:7])([CH3:4])([CH3:3])[CH3:2]. Procedure details: To a solution containing 30 g of the naphthol compound obtained in Step (1) above, 250 ml to acetonitrile and 45 ml of phosphorus oxychloride, 15 ml of N,N-dimethylacetamide was added dropwise at a temperature below 60° C. with stirring. The mixture was stirred at 60° C. for 3 hours and poured into 1 l of ice water. The cyrstals thus-precipitated were collected by filtration and washed with 100 ml of acetonitrile. Starting materials: C(C)(C)(C)C=1C=C(C=C(C1O)C(C)(C)C)CCC(=O)OC (methyl 3-(3,5-di-t-butyl-4-hydroxyphenyl)propionate), COCC(C)O (propylene glycol monomethyl ether). Product: C(C)(C)(C)C=1C=C(C=C(C1O)C(C)(C)C)CCC(=O)OCC(C)OC (2-Methoxypropyl 3-(3,5-di-t-butyl-4-hydroxyphenyl)propionate). Reaction SMILES: [C:1]([C:5]1[CH:6]=[C:7]([CH2:16][CH2:17][C:18]([O:20][CH3:21])=[O:19])[CH:8]=[C:9]([C:12]([CH3:15])([CH3:14])[CH3:13])[C:10]=1[OH:11])([CH3:4])([CH3:3])[CH3:2].[CH3:22][O:23][CH2:24][CH:25](O)C>>[C:1]([C:5]1[CH:6]=[C:7]([CH2:16][CH2:17][C:18]([O:20][CH2:21][CH:24]([O:23][CH3:22])[CH3:25])=[O:19])[CH:8]=[C:9]([C:12]([CH3:13])([CH3:14])[CH3:15])[C:10]=1[OH:11])([CH3:2])([CH3:3])[CH3:4]. Procedure: The title compound was prepared from methyl 3-(3,5-di-t-butyl-4-hydroxyphenyl)propionate and propylene glycol monomethyl ether, by a procedure analogous to that of Reference Example 10. White powder with mellting point 73°-74° C. Starting materials: C(C1=CC=CC=C1)N1CC(CC1)N1CCCC1 (1′-benzyl-[1,3′]bipyrrolidinyl). The reagents and catalysts are [Pd] (Pd/C), [Pd] (Pd/C), [OH-].[Pd+2].[OH-] (palladium hydroxide). Solvent: CO (MeOH). Run at time 5 hour. Yields the product N1(CCCC1)C1CNCC1 ([1,3′]bipyrrolidinyl). Reaction SMILES: C([N:8]1[CH2:12][CH2:11][CH:10]([N:13]2[CH2:17][CH2:16][CH2:15][CH2:14]2)[CH2:9]1)C1C=CC=CC=1>CO.[Pd].[OH-].[Pd+2].[OH-]>[N:13]1([CH:10]2[CH2:11][CH2:12][NH:8][CH2:9]2)[CH2:17][CH2:16][CH2:15][CH2:14]1 |f:3.4.5|. Procedure: 180 mg 10% Pd/C are added to a solution of 1.80 g (7.42 mmol) 1′-benzyl-[1,3′]bipyrrolidinyl in 80 mL MeOH. The reaction solution is stirred for 5 h at RT and at 3 bar H2. Another 180 mg 10% Pd/C are added and after 4 h 100 mg palladium hydroxide are added. The reaction is stirred for a further 6 h at RT and at 3 bar H2. The catalyst is suction filtered and the solvent is eliminated i.vac.